This data is from the Open Reaction Database (ORD), a public repository of structured organic reaction records. The task is: describe an organic reaction: reactants, conditions, products, and yield The reactants are COC(=O)C(CNc1ccccc1[N+](=O)[O-])NC(=O)OC(C)(C)C, CI, [Cl-], [H-], [NH4+], [Na+], CN(C)C=O. The product is COC(=O)C(CN(C)c1ccccc1[N+](=O)[O-])NC(=O)OC(C)(C)C. RXN SMILES: [CH3:1][O:2][C:3]([CH:4]([CH2:5][NH:6][c:7]1[c:8]([N+:13](=[O:14])[O-:15])[cH:9][cH:10][cH:11][cH:12]1)[NH:16][C:17](=[O:18])[O:19][C:20]([CH3:21])([CH3:22])[CH3:23])=[O:24].[CH3:27][I:28].[Cl-:29].[H-:26].[NH4+:30].[Na+:25].[O:31]=[CH:32][N:33]([CH3:34])[CH3:35]>>[CH3:1][O:2][C:3]([CH:4]([CH2:5][N:6]([c:7]1[c:8]([N+:13](=[O:14])[O-:15])[cH:9][cH:10][cH:11][cH:12]1)[CH3:27])[NH:16][C:17](=[O:18])[O:19][C:20]([CH3:21])([CH3:22])[CH3:23])=[O:24]. The reactants are [BH4-], CCCCCCCc1nnc(S)n1C, CCO, CCCOc1cc(I)ccc1CNc1ccc(CC(=O)OCC)cc1, C1CCOC1. The product is CCCCCCCc1nnc(Sc2ccc(CNc3ccc(CC(=O)OCC)cc3)c(OCCC)c2)n1C. Reaction SMILES: [BH4-:1].[CH2:2]([CH2:3][CH2:4][CH2:5][CH2:6][CH2:7][CH3:8])[c:9]1[n:10]([CH3:15])[c:11]([SH:14])[n:12][n:13]1.[CH2:41]([OH:42])[CH3:43].[I:16][c:17]1[cH:18][c:19]([O:37][CH2:38][CH2:39][CH3:40])[c:20]([CH2:21][NH:22][c:23]2[cH:24][cH:25][c:26]([CH2:29][C:30](=[O:31])[O:32][CH2:33][CH3:34])[cH:27][cH:28]2)[cH:35][cH:36]1.[O:44]1[CH2:45][CH2:46][CH2:47][CH2:48]1>>[CH2:2]([CH2:3][CH2:4][CH2:5][CH2:6][CH2:7][CH3:8])[c:9]1[n:10]([CH3:15])[c:11]([S:14][c:17]2[cH:18][c:19]([O:37][CH2:38][CH2:39][CH3:40])[c:20]([CH2:21][NH:22][c:23]3[cH:24][cH:25][c:26]([CH2:29][C:30](=[O:31])[O:32][CH2:33][CH3:34])[cH:27][cH:28]3)[cH:35][cH:36]2)[n:12][n:13]1.